Dataset: the Open Reaction Database (ORD), a public repository of structured organic reaction records. Task: describe an organic reaction: reactants, conditions, products, and yield Reactants: O=C([O-])c1ccccc1C(=O)O[O-], CO, ClCCl, CSc1c(F)cc(C2=C(c3ccccc3)C(=O)OC2)cc1F, [Mg+2], O, O, O, O, O, O, O. The product is CS(=O)(=O)c1c(F)cc(C2=C(c3ccccc3)C(=O)OC2)cc1F. RXN SMILES: [C:30]([O:31][O-:32])(=[O:33])[c:34]1[c:35]([C:40]([O-:41])=[O:42])[cH:36][cH:37][cH:38][cH:39]1.[CH3:47][OH:48].[Cl:44][CH2:45][Cl:46].[F:1][c:2]1[cH:3][c:4]([C:11]2=[C:12]([c:17]3[cH:18][cH:19][cH:20][cH:21][cH:22]3)[C:13](=[O:16])[O:14][CH2:15]2)[cH:5][c:6]([F:10])[c:7]1[S:8][CH3:9].[Mg+2:43].[OH2:23].[OH2:24].[OH2:25].[OH2:26].[OH2:27].[OH2:28].[OH2:29]>>[F:1][c:2]1[cH:3][c:4]([C:11]2=[C:12]([c:17]3[cH:18][cH:19][cH:20][cH:21][cH:22]3)[C:13](=[O:16])[O:14][CH2:15]2)[cH:5][c:6]([F:10])[c:7]1[S:8]([CH3:9])(=[O:23])=[O:24]. The yield is 55.1%. Procedure details: 230 g (324 mmol) of pyrrolidine are added dropwise at 0° C. over a period of 45 minutes to a mixture of 45.0 g (216 mmol) of benzalacetophenone and 42.8 g (648 mmol) of cyclopentadiene in 350 ml of methanol. The red reaction solution is stirred for 40 minutes at room temperature and is subsequently admixed at 0° C. with 21 g (346 mmol) of glacial acetic acid. After addition of 300 ml of water and 500 ml of diethyl ether, the product is extracted. The aqueous phase is extracted twice with 250 ml ... RXN SMILES: N1CCCC1.[CH:6](=[CH:13][C:14]([C:16]1[CH:21]=[CH:20][CH:19]=[CH:18][CH:17]=1)=O)[C:7]1[CH:12]=[CH:11][CH:10]=[CH:9][CH:8]=1.[CH:22]1[CH2:26][CH:25]=[CH:24][CH:23]=1.C(O)(=O)C>CO.C(OCC)C.O>[C:7]1([C:6]2[CH2:13][CH:14]([C:16]3[CH:21]=[CH:20][CH:19]=[CH:18][CH:17]=3)[C:24]3[C:25]=2[CH:26]=[CH:22][CH:23]=3)[CH:12]=[CH:11][CH:10]=[CH:9][CH:8]=1. Product: C1(=CC=CC=C1)C1=C2C=CC=C2C(C1)C1=CC=CC=C1 (4,6-diphenyl-5,6-dihydropentalene). The solvent is C(C)OCC (diethyl ether), O (water), CO (methanol). The reactants are C(C)(=O)O (acetic acid), N1CCCC1 (pyrrolidine), C(C1=CC=CC=C1)=CC(=O)C1=CC=CC=C1 (benzalacetophenone), C1=CC=CC1 (cyclopentadiene). Reaction conditions: time 40 minute.